This data is from the Open Reaction Database (ORD), a public repository of structured organic reaction records. The task is: describe an organic reaction: reactants, conditions, products, and yield Reactants: C(C)OC=1CCCCC(N1)CC(CC(=O)OC)CC=C (methyl 7-ethoxy-3,4,5,6-tetrahydro-β-(2-propenyl)-2H-azepine-2-butanoate), CC(=O)C (acetone), Cl (HCl), C[N+]1(CCOCC1)[O-] (4-methylmorpholine oxide). Reagents/catalysts: [Os](=O)(=O)(=O)=O (osmium tetraoxide). Run in O (water). Run at time 8 hour. Yields the product OC(CC(CC(=O)OC)CC1N=C(CCCC1)OCC)CO (methyl b-(2,3-dihydroxypropyl)-7-ethoxy-3,4,5,6-tetrahydro-2H-azepine-2-butanoate). RXN SMILES: [CH2:1]([O:3][C:4]1[CH2:5][CH2:6][CH2:7][CH2:8][CH:9]([CH2:11][CH:12](CC=C)[CH2:13][C:14]([O:16][CH3:17])=[O:15])[N:10]=1)[CH3:2].C[N+]1([O-])CC[O:25]CC1.Cl.[CH3:30][C:31]([CH3:33])=[O:32]>O.[Os](=O)(=O)(=O)=O>[OH:32][CH:31]([CH2:33][OH:25])[CH2:30][CH:12]([CH2:11][CH:9]1[CH2:8][CH2:7][CH2:6][CH2:5][C:4]([O:3][CH2:1][CH3:2])=[N:10]1)[CH2:13][C:14]([O:16][CH3:17])=[O:15]. Procedure details: Example 212 A) The title product of Example 211 dissolved in a 1:1 mixture of acetone and water and treated with osmium tetraoxide (2.5 equivalent %) and 4-methylmorpholine oxide (2 equivalents) at room temperature is allowed to stir overnight. The mixture is then carefully neutralized with dilute HCl, concentrated on a rotary evaporator, and extracted with 3 portions of EtOAc. The combined organic extracts are then dried (Na2SO4), stripped and purified by column chromatography on silica gel to ... The reactants are C(C)OC(=O)C(CC)C1=CC=C(C=C1)N[C@@H](CCC(N)=O)C(=O)O (N-[4-(1-ethoxycarbonyl-n-propyl)phenyl]-L-glutamine), [OH-].[Na+] (sodium hydroxide). The solvent is O (water), CO (methanol). Conditions: time 1.5 hour. Yields the product C(=O)(O)C(CC)C1=CC=C(C=C1)N[C@@H](CCC(N)=O)C(=O)O (N-[4-(1-carboxy-n-propyl)phenyl]-L-glutamine). Isolated yield 76.0%. Reaction SMILES: C([O:3][C:4]([CH:6]([C:9]1[CH:14]=[CH:13][C:12]([NH:15][C@H:16]([C:22]([OH:24])=[O:23])[CH2:17][CH2:18][C:19](=[O:21])[NH2:20])=[CH:11][CH:10]=1)[CH2:7][CH3:8])=[O:5])C.[OH-].[Na+]>CO.O>[C:4]([CH:6]([C:9]1[CH:10]=[CH:11][C:12]([NH:15][C@H:16]([C:22]([OH:24])=[O:23])[CH2:17][CH2:18][C:19](=[O:21])[NH2:20])=[CH:13][CH:14]=1)[CH2:7][CH3:8])([OH:5])=[O:3] |f:1.2|. Procedure: In 10 ml of methanol was suspended 1.68 g (0.005 mole) of N-[4-(1-ethoxycarbonyl-n-propyl)phenyl]-L-glutamine and a solution of 0.42 g of sodium hydroxide in 20 ml of water was added thereto and stirred for 1.5 hours at room temperature. The solvent was then distilled off in vacuo to about a half volume and the remaining solution was acidified to pH 4 with 5% hydrochloric acid. The precipitated crystals were collected by filtration, washed with cold water and dried in vacuo to give 1.16 g (0.003... Starting materials: CN1C(N(C(C=2C1=CNC2C=2C=C(C#N)C=CC2)=O)C)=O (3-(1,3-dimethyl-2,4-dioxo-2,3,4,6-tetrahydro-1H-pyrrolo[3,4-d]pyrimidin-5-yl)benzonitrile), BrC=1N=C(SC1)C (4-bromo-2-methylthiazole). Yields the product CN1C(N(C(C=2C1=CNC2C=2N=C(SC2)C)=O)C)=O (1,3-Dimethyl-5-(2-methylthiazol-4-yl)-1H-pyrrolo[3,4-d]pyrimidine-2,4(3H,6H)-dione). RXN SMILES: [CH3:1][N:2]1[C:7]2=[CH:8][NH:9][C:10]([C:11]3[CH:12]=C(C=CC=3)C#N)=[C:6]2[C:5](=[O:19])[N:4]([CH3:20])[C:3]1=[O:21].BrC1[N:24]=[C:25]([CH3:28])[S:26]C=1>>[CH3:1][N:2]1[C:7]2=[CH:8][NH:9][C:10]([C:11]3[N:24]=[C:25]([CH3:28])[S:26][CH:12]=3)=[C:6]2[C:5](=[O:19])[N:4]([CH3:20])[C:3]1=[O:21]. Procedure: The title compound was prepared by an analogous method to 3-(1,3-dimethyl-2,4-dioxo-2,3,4,6-tetrahydro-1H-pyrrolo[3,4-d]pyrimidin-5-yl)benzonitrile (Intermediate Ga) by replacing 3-bromobenzonitrile (step 3) with 4-bromo-2-methylthiazole. Starting materials: [N+](=O)([O-])C=1C=C(C=CC1O)C(C#N)C (2-(3-Nitro-4-hydroxyphenyl) propionitrile). Reagents/catalysts: [Pd] (palladium on charcoal). Run in C(C)O (ethanol). Conditions: time 3.8 hour. The product is NC=1C=C(C=CC1O)C(C#N)C (2-(3-amino-4-hydroxyphenyl) propionitrile). Isolated yield 52.4%. Reaction SMILES: [N+:1]([C:4]1[CH:5]=[C:6]([CH:11]([CH3:14])[C:12]#[N:13])[CH:7]=[CH:8][C:9]=1[OH:10])([O-])=O>C(O)C.[Pd]>[NH2:1][C:4]1[CH:5]=[C:6]([CH:11]([CH3:14])[C:12]#[N:13])[CH:7]=[CH:8][C:9]=1[OH:10]. Procedure details: 2-(3-Nitro-4-hydroxyphenyl) propionitrile (38.4 g., 0.2 mole.) was suspended in absolute ethanol (250 ml.) and hydrogenated at 4 atmospheres pressure and room temperature over 10% palladium on charcoal. Hydrogenation was complete in 3.8 hours. The catalyst was removed by filtration. Evaporation of the filtrate yielded 2-(3-amino-4-hydroxyphenyl) propionitrile (17 g.), m.p. 110°C.